This data is from the Open Reaction Database (ORD), a public repository of structured organic reaction records. The task is: describe an organic reaction: reactants, conditions, products, and yield Starting materials: C1(=CC=CC=C1)C(N1CC(C1)(C(=O)N)O)C1=CC=CC=C1 (1-(Diphenylmethyl)-3-hydroxyazetidine-3-carboxamide), [OH-].[Na+] (sodium hydroxide). The solvent is C(C)O (ethanol), O (water). Yields the product C1(=CC=CC=C1)C(N1CC(C1)(C(=O)O)O)C1=CC=CC=C1 (1-(diphenylmethyl)-3-hydroxyazetidine-3-carboxylic acid). RXN SMILES: [C:1]1([CH:7]([C:16]2[CH:21]=[CH:20][CH:19]=[CH:18][CH:17]=2)[N:8]2[CH2:11][C:10]([OH:15])([C:12](N)=[O:13])[CH2:9]2)[CH:6]=[CH:5][CH:4]=[CH:3][CH:2]=1.[OH-:22].[Na+]>C(O)C.O>[C:1]1([CH:7]([C:16]2[CH:21]=[CH:20][CH:19]=[CH:18][CH:17]=2)[N:8]2[CH2:11][C:10]([OH:15])([C:12]([OH:22])=[O:13])[CH2:9]2)[CH:6]=[CH:5][CH:4]=[CH:3][CH:2]=1 |f:1.2|. Reported procedure: 1-(Diphenylmethyl)-3-hydroxyazetidine-3-carboxamide (1.1 g, 3.90 mmol) was treated with 10% sodium hydroxide in ethanol (15 mL) and water (2 mL) at reflux for 2 h and then was concentrated in vacuo. The residue was neutralized with 1 N hydrochloric acid (pH ˜7) and the precipitate was collected by filtration and lyophilized to afford 1-(diphenylmethyl)-3-hydroxyazetidine-3-carboxylic acid (assume 3.90 mmol) which was used without further purification: 1H NMR (400 MHz, d6-DMSO): 7.45-7.40 (m, 4H)... The reactants are CCc1ccccc1, CCCCCCC, CN(C)C=O, CC(C)[N-]C(C)C, N#Cc1cnc2ccsc2c1Cl, ClCCl, [Li+], C1CCOC1, C1CCOC1, O. Reaction SMILES: [CH2:21]([c:22]1[cH:23][cH:24][cH:25][cH:26][cH:27]1)[CH3:28].[CH3:34][CH2:35][CH2:36][CH2:37][CH2:38][CH2:39][CH3:40].[CH3:41][N:42]([CH3:43])[CH:44]=[O:45].[CH:13]([N-:14][CH:15]([CH3:16])[CH3:17])([CH3:18])[CH3:19].[Cl:1][c:2]1[c:3]2[c:4]([n:5][cH:6][c:7]1[C:8]#[N:9])[cH:10][cH:11][s:12]2.[Cl:52][CH2:53][Cl:54].[Li+:20].[O:29]1[CH2:30][CH2:33][CH2:32][CH2:31]1.[O:46]1[CH2:47][CH2:48][CH2:49][CH2:50]1.[OH2:51]>>[Cl:1][c:2]1[c:3]2[c:4]([n:5][cH:6][c:7]1[C:8]#[N:9])[cH:10][c:11]([CH:30]=[O:29])[s:12]2. Yields the product N#Cc1cnc2cc(C=O)sc2c1Cl. Starting materials: NC1=CC(CCC1)=O (3-amino-cyclohex-2-enone). The solvent is C(C#C)(=O)OCC (ethyl propiolate). Reaction conditions: time 1 hour. The product is N1C(C=CC=2C(CCCC12)=O)=O (7,8-Dihydro-1H,6H-quinoline-2,5-dione). The yield is 42.1%. RXN SMILES: [NH2:1][C:2]1[CH2:7][CH2:6][CH2:5][C:4](=[O:8])[CH:3]=1>C(OCC)(=O)C#C>[NH:1]1[C:2]2[CH2:7][CH2:6][CH2:5][C:4](=[O:8])[C:3]=2[CH:2]=[CH:3][C:4]1=[O:8]. Procedure details: To a 500 mL flask, added 3-amino-cyclohex-2-enone (110 g, 0.99 moL) and ethyl propiolate (100 mL, 0.99 moL) and attached a condenser. The mixture was heated to 100 degree Celsius. The reaction started slowly at beginning and accelerated as the reaction progress. After the reaction was refluxed at 120 degree Celsius for 4 h, the mixture was heated up to 150 degree Celsius to remove any liquid. Finally, the mixture was heated up to 190 degree Celsius and remained for 1 h. The reaction was cooled t... Starting materials: O=C(CCCCl)c1cccc(Br)c1, C[Si](C)(C)[N-][Si](C)(C)C, Cc1ccccc1, [Na+]. The product is O=C(c1cccc(Br)c1)C1CC1. As a reaction SMILES: [Br:1][c:2]1[cH:3][c:4]([C:8]([CH2:9][CH2:10][CH2:11][Cl:12])=[O:13])[cH:5][cH:6][cH:7]1.[CH3:14][Si:15]([N-:16][Si:17]([CH3:18])([CH3:19])[CH3:20])([CH3:21])[CH3:22].[CH3:24][c:25]1[cH:26][cH:27][cH:28][cH:29][cH:30]1.[Na+:23]>>[Br:1][c:2]1[cH:3][c:4]([C:8]([CH:9]2[CH2:10][CH2:11]2)=[O:13])[cH:5][cH:6][cH:7]1. Starting materials: CCc1cccc(C=O)c1, CCc1ccc(F)c(C=O)c1, c1ccc(-c2ncn(C(c3ccccc3)(c3ccccc3)c3ccccc3)n2)cc1. The product is CCc1ccc(F)c(C(O)c2nc(-c3ccccc3)nn2C(c2ccccc2)(c2ccccc2)c2ccccc2)c1. RXN SMILES: [CH2:1]([c:2]1[cH:3][c:4]([CH:8]=[O:9])[cH:5][cH:6][cH:7]1)[CH3:10].[CH2:41]([CH3:42])[c:43]1[cH:44][cH:45][c:46]([F:51])[c:47]([CH:48]=[O:49])[cH:50]1.[c:11]1(-[c:17]2[n:18][n:19]([C:22]([c:23]3[cH:24][cH:25][cH:26][cH:27][cH:28]3)([c:29]3[cH:30][cH:31][cH:32][cH:33][cH:34]3)[c:35]3[cH:36][cH:37][cH:38][cH:39][cH:40]3)[cH:20][n:21]2)[cH:12][cH:13][cH:14][cH:15][cH:16]1>>[c:11]1(-[c:17]2[n:18][n:19]([C:22]([c:23]3[cH:24][cH:25][cH:26][cH:27][cH:28]3)([c:29]3[cH:30][cH:31][cH:32][cH:33][cH:34]3)[c:35]3[cH:36][cH:37][cH:38][cH:39][cH:40]3)[c:20]([CH:48]([c:47]3[c:46]([F:51])[cH:45][cH:44][c:43]([CH2:41][CH3:42])[cH:50]3)[OH:49])[n:21]2)[cH:12][cH:13][cH:14][cH:15][cH:16]1. Starting materials: O=c1[nH]ccn1-c1ccc(OC(F)(F)C(F)F)cc1, CC(O)C1(c2ccc(F)cc2F)CO1. Yields the product CC(n1ccn(-c2ccc(OC(F)(F)C(F)F)cc2)c1=O)C1(c2ccc(F)cc2F)CO1. Reaction SMILES: [F:15][C:16]([CH:17]([F:18])[F:19])([O:20][c:21]1[cH:22][cH:23][c:24](-[n:27]2[c:28](=[O:32])[nH:29][cH:30][cH:31]2)[cH:25][cH:26]1)[F:33].[F:1][c:2]1[c:3]([C:9]2([CH:12]([CH3:13])[OH:14])[O:10][CH2:11]2)[cH:4][cH:5][c:6]([F:8])[cH:7]1>>[F:1][c:2]1[c:3]([C:9]2([CH:12]([CH3:13])[n:29]3[c:28](=[O:32])[n:27](-[c:24]4[cH:23][cH:22][c:21]([O:20][C:16]([F:15])([CH:17]([F:18])[F:19])[F:33])[cH:26][cH:25]4)[cH:31][cH:30]3)[O:10][CH2:11]2)[cH:4][cH:5][c:6]([F:8])[cH:7]1. Starting materials: CS(=O)(=O)Cl, COc1cc(C(=O)c2c(C)c(OC)c3ccccn23)ccc1N. RXN SMILES: [CH3:24][S:25]([Cl:26])(=[O:27])=[O:28].[NH2:1][c:2]1[c:3]([O:22][CH3:23])[cH:4][c:5]([C:8](=[O:9])[c:10]2[c:11]([CH3:21])[c:12]([O:19][CH3:20])[c:13]3[cH:14][cH:15][cH:16][cH:17][n:18]23)[cH:6][cH:7]1>>[NH:1]([c:2]1[c:3]([O:22][CH3:23])[cH:4][c:5]([C:8](=[O:9])[c:10]2[c:11]([CH3:21])[c:12]([O:19][CH3:20])[c:13]3[cH:14][cH:15][cH:16][cH:17][n:18]23)[cH:6][cH:7]1)[S:25]([CH3:24])(=[O:27])=[O:28]. Product: COc1cc(C(=O)c2c(C)c(OC)c3ccccn23)ccc1NS(C)(=O)=O.